This data is from the Open Reaction Database (ORD), a public repository of structured organic reaction records. The task is: describe an organic reaction: reactants, conditions, products, and yield Starting materials: FC(C1=C(C(=NO1)C1=CC=C(S1)C(=O)O)C)(F)F (5-(5-Trifluoromethyl-4-methyl-isoxazol-3-yl)-thiophene-2-carboxylic acid), N1C[C@H](C(=O)OCC)CCC1 ((R)-(−)-nipecotic acid, ethyl ester), solid. The product is C(C)OC(=O)[C@H]1CN(CCC1)C(=O)C=1SC(=CC1)C1=NOC(=C1C)C(F)(F)F ((R)-1-[5-(4-Methyl-5-trifluoromethyl-isoxazol-3-yl)-thiophene-2-carbonyl]piperidine-3-carboxylic acid ethyl ester). RXN SMILES: [F:1][C:2]([F:18])([F:17])[C:3]1[O:7][N:6]=[C:5]([C:8]2[S:12][C:11]([C:13]([OH:15])=O)=[CH:10][CH:9]=2)[C:4]=1[CH3:16].[NH:19]1[CH2:29][CH2:28][CH2:27][C@@H:21]([C:22]([O:24][CH2:25][CH3:26])=[O:23])[CH2:20]1>>[CH2:25]([O:24][C:22]([C@@H:21]1[CH2:27][CH2:28][CH2:29][N:19]([C:13]([C:11]2[S:12][C:8]([C:5]3[C:4]([CH3:16])=[C:3]([C:2]([F:1])([F:18])[F:17])[O:7][N:6]=3)=[CH:9][CH:10]=2)=[O:15])[CH2:20]1)=[O:23])[CH3:26]. Procedure details: Prepared from 5-(5-Trifluoromethyl-4-methyl-isoxazol-3-yl)-thiophene-2-carboxylic acid and (R)-(−)-nipecotic acid, ethyl ester (TCI America, Portland Oreg., USA) in the same manner as the R isomer. Colorless solid (220 mg, 70%). LC/MS 6.76 min, [M+1]+ 417. Conditions: time 90 minute. Run in C(Cl)Cl (methylene chloride), C(Cl)Cl (methylene chloride). As a reaction SMILES: C(O[C:6](=O)[N:7]([C@@H:9]([C:21](=[O:40])[N:22]([C@H:24]([CH2:33][C:34]1[CH:39]=[CH:38][CH:37]=[CH:36][CH:35]=1)[C:25]([N:27]([CH3:32])[NH:28][C:29](=[O:31])[CH3:30])=[O:26])[CH3:23])[CH2:10][C:11]1[CH:20]=[CH:19][C:18]2[C:13](=[CH:14][CH:15]=[CH:16][CH:17]=2)[CH:12]=1)C)(C)(C)C.FC(F)(F)C(O)=O.C(=O)(O)[O-].[Na+]>C(Cl)Cl>[C:29]([NH:28][N:27]([C:25](=[O:26])[C@H:24]([N:22]([CH3:23])[C:21](=[O:40])[C@H:9]([NH:7][CH3:6])[CH2:10][C:11]1[CH:20]=[CH:19][C:18]2[C:13](=[CH:14][CH:15]=[CH:16][CH:17]=2)[CH:12]=1)[CH2:33][C:34]1[CH:35]=[CH:36][CH:37]=[CH:38][CH:39]=1)[CH3:32])(=[O:31])[CH3:30] |f:2.3|. The product is C(C)(=O)NN(C)C([C@@H](CC1=CC=CC=C1)N(C([C@@H](CC1=CC2=CC=CC=C2C=C1)NC)=O)C)=O ((2R)-N-[(1R)-2-(N'-acetyl-N-methylhydrazino)-1-benzyl-2-oxoethyl]-N-methyl-2-(methylamino)-3-(2-naphthyl)propionamide). Isolated yield 86.8%. Reactants: C(C)(C)(C)OC(N(C)[C@H](CC1=CC2=CC=CC=C2C=C1)C(N(C)[C@@H](C(=O)N(NC(C)=O)C)CC1=CC=CC=C1)=O)=O (N-((1R)-1-(N-[(1R)-2-(N'-acetyl-N-methylhydrazino)-1-benzyl-2-oxoethyl]-N-methylcarbamoyl)-2-(2-naphthyl)ethyl)-N-methylcarbamic acid tert-butyl ester), FC(C(=O)O)(F)F (trifluoroacetic acid), C([O-])(O)=O.[Na+] (sodium bicarbonate), C([O-])(O)=O.[Na+] (sodium bicarbonate). Procedure details: To a solution of N-((1R)-1-(N-[(1R)-2-(N'-acetyl-N-methylhydrazino)-1-benzyl-2-oxoethyl]-N-methylcarbamoyl)-2-(2-naphthyl)ethyl)-N-methylcarbamic acid tert-butyl ester (0.14 g, 0.25 mmol) in methylene chloride (2 ml) at 0° C. was added trifluoroacetic acid (2 ml) and the mixture was stirred for 90 min. Then methylene chloride (50 ml) and saturated sodium bicarbonate (5 ml) was added and the mixture was titrated with solid sodium bicarbonate until pH=7. The water layer was separated and extracted... Reactants: ClC=1C=C(C=CC1F)NC1=C(C=NC2=CC(=C(C=C12)NC(C=CCBr)=O)OC)C#N (4-bromo-but-2-enoic acid[4-(3-chloro-4-fluoro-phenylamino)-3-cyano-7-methoxy-quinolin-6-yl]-amide), N1(CCCCC1)C1CCNCC1 (4-piperidinopiperidine). The solvent is CN(C=O)C (dimethylformamide), C([O-])(O)=O.[Na+] (sodium bicarbonate). Run at temperature 60 celsius, time 1 hour. Yields the product ClC=1C=C(C=CC1F)NC1=C(C=NC2=CC(=C(C=C12)NC(C=CCN1CCC(CC1)N1CCCCC1)=O)OC)C#N (4-[1,4′]Bipiperidinyl-1′-yl-but-2-enoic Acid[4-(3-chloro-4-fluoro-phenylamino)-3-cyano-7-methoxy-quinolin-6-yl]-amide). The yield is 34.0%. RXN SMILES: [Cl:1][C:2]1[CH:3]=[C:4]([NH:9][C:10]2[C:19]3[C:14](=[CH:15][C:16]([O:27][CH3:28])=[C:17]([NH:20][C:21](=[O:26])[CH:22]=[CH:23][CH2:24]Br)[CH:18]=3)[N:13]=[CH:12][C:11]=2[C:29]#[N:30])[CH:5]=[CH:6][C:7]=1[F:8].[N:31]1([CH:37]2[CH2:42][CH2:41][NH:40][CH2:39][CH2:38]2)[CH2:36][CH2:35][CH2:34][CH2:33][CH2:32]1>CN(C)C=O.C(=O)(O)[O-].[Na+]>[Cl:1][C:2]1[CH:3]=[C:4]([NH:9][C:10]2[C:19]3[C:14](=[CH:15][C:16]([O:27][CH3:28])=[C:17]([NH:20][C:21](=[O:26])[CH:22]=[CH:23][CH2:24][N:40]4[CH2:41][CH2:42][CH:37]([N:31]5[CH2:36][CH2:35][CH2:34][CH2:33][CH2:32]5)[CH2:38][CH2:39]4)[CH:18]=3)[N:13]=[CH:12][C:11]=2[C:29]#[N:30])[CH:5]=[CH:6][C:7]=1[F:8] |f:3.4|. Reported procedure: A mixture of 250 mg (0.51 mmol) of 4-bromo-but-2-enoic acid[4-(3-chloro-4-fluoro-phenylamino)-3-cyano-7-methoxy-quinolin-6-yl]-amide, and 172 mg (1.02 mmol) of 4-piperidinopiperidine in 5.0 ml dimethylformamide was stirred at room temperature for 4 hr and at 60° C. for 1 hr. After the mixture was cooled, the suspension was diluted with saturated sodium bicarbonate solution and extracted with ethyl acetate. The extracts were evaporated to an oil and purified by preparative TLC to yield 100 mg (40...